From a dataset of the Open Reaction Database (ORD), a public repository of structured organic reaction records. describe an organic reaction: reactants, conditions, products, and yield Reactants: CC1=CC=C(C=C1)C=1C(=CC=CC1)C(=O)NC1=CC=C(C(=O)N(C2=C(C=CC=C2)C#N)C)C=C1 (4-(4′-methylbiphenyl-2-carboxamido)-N-methyl-N-(2-cyanophenyl)benzamide), C[Sn](C)(C)N=[N+]=[N-] (trimethyltin azide). The solvent is C=1(C(=CC=CC1)C)C (xylene), C(Cl)(Cl)Cl (chloroform). Reaction conditions: temperature 120 celsius. Product: CC1=CC=C(C=C1)C=1C(=CC=CC1)C(=O)NC1=CC=C(C(=O)N(C2=C(C=CC=C2)C2=NN=NN2)C)C=C1 (4-(4′-methylbiphenyl-2-carboxamido)-N-methyl-N-[2-(tetrazol-5-yl)phenyl]benzamide). Isolated yield 60.7%. As a reaction SMILES: [CH3:1][C:2]1[CH:7]=[CH:6][C:5]([C:8]2[C:9]([C:14]([NH:16][C:17]3[CH:34]=[CH:33][C:20]([C:21]([N:23]([CH3:32])[C:24]4[CH:29]=[CH:28][CH:27]=[CH:26][C:25]=4[C:30]#[N:31])=[O:22])=[CH:19][CH:18]=3)=[O:15])=[CH:10][CH:11]=[CH:12][CH:13]=2)=[CH:4][CH:3]=1.C[Sn]([N:39]=[N+:40]=[N-:41])(C)C>C1(C)C(C)=CC=CC=1.C(Cl)(Cl)Cl>[CH3:1][C:2]1[CH:3]=[CH:4][C:5]([C:8]2[C:9]([C:14]([NH:16][C:17]3[CH:18]=[CH:19][C:20]([C:21]([N:23]([CH3:32])[C:24]4[CH:29]=[CH:28][CH:27]=[CH:26][C:25]=4[C:30]4[NH:41][N:40]=[N:39][N:31]=4)=[O:22])=[CH:33][CH:34]=3)=[O:15])=[CH:10][CH:11]=[CH:12][CH:13]=2)=[CH:6][CH:7]=1. Procedure: A mixture of 4-(4′-methylbiphenyl-2-carboxamido)-N-methyl-N-(2-cyanophenyl)benzamide (350 mg) and trimethyltin azide (453 mg) in xylene (15 ml) heated at 120° C. for 2 days and cooled to ambient temperature. The solution was directly applied to silica gel column (the column was pre-packed with chloroform as a solvent). The column was eluted with 2% methanol in chloroform and the solvent was evaporated in vacuo. The residue was solidified with diethyl ether to give 4-(4′-methylbiphenyl-2-carboxam... Starting materials: COc1cc(C(=O)O)cc([N+](=O)[O-])c1, [Cl-], Cc1cc(N)cc(C(N)=O)c1, N. The product is COc1cc(N)cc(C(N)=O)c1. Reaction SMILES: [CH3:12][O:13][c:14]1[cH:15][c:16]([C:23]([OH:24])=[O:25])[cH:17][c:18]([N+:19]([O-:20])=[O:21])[cH:22]1.[Cl-:26].[NH2:1][c:2]1[cH:3][c:4]([C:5](=[O:6])[NH2:7])[cH:8][c:9]([CH3:11])[cH:10]1.[NH3:27]>>[NH2:1][c:2]1[cH:3][c:4]([C:5](=[O:6])[NH2:7])[cH:8][c:9]([O:13][CH3:12])[cH:10]1. Reactants: CN(C=O)C (N,N-dimethylformamide), FC=1C=C2C(C(=C3N(C2=CC1F)C(S3)C)C(=O)OCC)=O (ethyl 6,7-difluoro-1-methyl-4-oxo-1H,4H-[1,3]-thiazeto[3,2-a]quinoline-3-carboxylate), Cl.Cl.N1=C(N=CC=C1)N1CCNCC1 (1-(2-pyrimidinyl)piperazine dihydrochloride), C1CCC2=NCCCN2CC1 (1,8-diazabicyclo[5.4.0]-7-undecene). Solvent: O (water). Reaction conditions: time 5 day. Yields the product FC=1C=C2C(C(=C3N(C2=CC1N1CCN(CC1)C1=NC=CC=N1)C(S3)C)C(=O)OCC)=O (ethyl 6-fluoro-1-methyl-4-oxo-7-[4-(2-pyrimidinyl)piperazin-1-yl]-1H,4H-[1,3]thiazeto[3,2-a]quinoline-3-carboxylate). The yield is 96.0%. Reaction SMILES: CN(C)C=O.[F:6][C:7]1[CH:8]=[C:9]2[C:14](=[CH:15][C:16]=1F)[N:13]1[CH:18]([CH3:20])[S:19][C:12]1=[C:11]([C:21]([O:23][CH2:24][CH3:25])=[O:22])[C:10]2=[O:26].Cl.Cl.[N:29]1[CH:34]=[CH:33][CH:32]=[N:31][C:30]=1[N:35]1[CH2:40][CH2:39][NH:38][CH2:37][CH2:36]1.C1CCN2C(=NCCC2)CC1>O>[F:6][C:7]1[CH:8]=[C:9]2[C:14](=[CH:15][C:16]=1[N:38]1[CH2:39][CH2:40][N:35]([C:30]3[N:29]=[CH:34][CH:33]=[CH:32][N:31]=3)[CH2:36][CH2:37]1)[N:13]1[CH:18]([CH3:20])[S:19][C:12]1=[C:11]([C:21]([O:23][CH2:24][CH3:25])=[O:22])[C:10]2=[O:26] |f:2.3.4|. Procedure details: To 16 ml of N,N-dimethylformamide were added 2.0 g (0.0064 mole) of ethyl 6,7-difluoro-1-methyl-4-oxo-1H,4H-[1,3]-thiazeto[3,2-a]quinoline-3-carboxylate, 3.0 g (0.0129 mole) of 1-(2-pyrimidinyl)piperazine dihydrochloride and 3.9 g (0.0256 mole) of 1,8-diazabicyclo[5.4.0]-7-undecene, and the mixture was stirred at room temperature for 5 days. The reaction mixture was added to water, and crystals precipitated were collected by filtration, washed with water and dried to obtain 2.8 g of ethyl 6-fluo... Starting materials: ClCCCl, C=Cc1ccc2c(c1)CCC(N)C2, O=Cc1ccc2c(c1)CCC(NC(=O)CC(NS(=O)(=O)c1cccc(C(F)(F)F)c1)c1ccc(F)cc1)C2, CN(C)C=O, On1nnc2ccccc21. The product is C=Cc1ccc2c(c1)CCC(NC(=O)CC(NS(=O)(=O)c1cccc(C(F)(F)F)c1)c1ccc(F)cc1)C2. As a reaction SMILES: [CH2:62]([Cl:63])[CH2:64][Cl:65].[CH:39]([c:40]1[cH:41][c:42]2[c:43]([cH:44][cH:45]1)[CH2:46][CH:47]([NH2:48])[CH2:49][CH2:50]2)=[CH2:51].[F:1][c:2]1[cH:3][cH:4][c:5]([CH:8]([CH2:9][C:10](=[O:11])[NH:12][CH:13]2[CH2:14][c:15]3[cH:16][cH:17][c:18]([CH:23]=[O:24])[cH:19][c:20]3[CH2:21][CH2:22]2)[NH:25][S:26](=[O:27])(=[O:28])[c:29]2[cH:30][c:31]([C:35]([F:36])([F:37])[F:38])[cH:32][cH:33][cH:34]2)[cH:6][cH:7]1.[O:66]=[CH:67][N:68]([CH3:69])[CH3:70].[OH:52][n:53]1[c:54]2[c:55]([cH:56][cH:57][cH:58][cH:59]2)[n:60][n:61]1>>[F:1][c:2]1[cH:3][cH:4][c:5]([CH:8]([CH2:9][C:10](=[O:11])[NH:12][CH:13]2[CH2:14][c:15]3[cH:16][cH:17][c:18]([CH:23]=[CH2:39])[cH:19][c:20]3[CH2:21][CH2:22]2)[NH:25][S:26](=[O:27])(=[O:28])[c:29]2[cH:30][c:31]([C:35]([F:36])([F:37])[F:38])[cH:32][cH:33][cH:34]2)[cH:6][cH:7]1. Starting materials: COc1ccc(CCN)cc1, CSc1nc(N)c(N=O)c(N)n1, O. Yields the product COc1ccc(CCNc2nc(N)c(N=O)c(N)n2)cc1. RXN SMILES: [CH3:13][O:14][c:15]1[cH:16][cH:17][c:18]([CH2:19][CH2:20][NH2:21])[cH:22][cH:23]1.[NH2:1][c:2]1[n:3][c:4]([S:11][CH3:12])[n:5][c:6]([NH2:10])[c:7]1[N:8]=[O:9].[OH2:24]>>[NH2:1][c:2]1[n:3][c:4]([NH:21][CH2:20][CH2:19][c:18]2[cH:17][cH:16][c:15]([O:14][CH3:13])[cH:23][cH:22]2)[n:5][c:6]([NH2:10])[c:7]1[N:8]=[O:9]. Starting materials: C1(CC1)NC(=O)C1=CC=CC=2SC(=CC21)C2=NC(=NC=C2C)NCCC2CCNCC2 (2-[5-methyl-2-(2-piperidin-4-ylethylamino)-pyrimidin-4-yl]-benzo[b]thiophene-4-carboxylic acid cyclopropylamide), C1(CC1)NC(=O)C1=CC=CC=2SC(=CC21)C2=NC(=NC=C2C)Cl (2-(2-chloro-5-methylpyrimidin-4-yl)-benzo[b]thiophene-4-carboxylic acid cyclopropylamide), C(C)(C)(C)OC(=O)N1CCC(CC1)CCCN (4-(3-aminopropyl)-piperidine-1-carboxylic acid tert-butyl ester). Product: C1(CC1)NC(=O)C1=CC=CC=2SC(=CC21)C2=NC(=NC=C2C)NCCCC2CCNCC2 (2-[5-Methyl-2-(3-piperidin-4-ylpropylamino)-pyrimidin-4-yl]-benzo[b]thiophene-4-carboxylic acid cyclopropylamide). Reaction SMILES: [CH:1]1([NH:4][C:5]([C:7]2[C:15]3[CH:14]=[C:13]([C:16]4[C:21]([CH3:22])=[CH:20][N:19]=[C:18]([NH:23][CH2:24]CC5CCNCC5)[N:17]=4)[S:12][C:11]=3[CH:10]=[CH:9][CH:8]=2)=[O:6])[CH2:3][CH2:2]1.C1([NH:35][C:36]([C:38]2[C:46]3[CH:45]=[C:44](C4C(C)=CN=C(Cl)N=4)S[C:42]=3[CH:41]=CC=2)=O)CC1.C(OC(N1CCC(CCCN)CC1)=O)(C)(C)C>>[CH:1]1([NH:4][C:5]([C:7]2[C:15]3[CH:14]=[C:13]([C:16]4[C:21]([CH3:22])=[CH:20][N:19]=[C:18]([NH:23][CH2:24][CH2:41][CH2:42][CH:46]5[CH2:38][CH2:36][NH:35][CH2:44][CH2:45]5)[N:17]=4)[S:12][C:11]=3[CH:10]=[CH:9][CH:8]=2)=[O:6])[CH2:2][CH2:3]1. Reported procedure: Using the method of 2-[5-methyl-2-(2-piperidin-4-ylethylamino)-pyrimidin-4-yl]-benzo[b]thiophene-4-carboxylic acid cyclopropylamide, the title compound is synthesized from 2-(2-chloro-5-methylpyrimidin-4-yl)-benzo[b]thiophene-4-carboxylic acid cyclopropylamide and 4-(3-aminopropyl)-piperidine-1-carboxylic acid tert-butyl ester and isolated as a yellow solid. ES+(m/z) 450 [M+H]. Starting materials: C1CCOC1, CO, Cl, CCOC(=O)c1cn2ncnc(N)c2c1-c1ccc(NC(=O)Nc2cc(C(F)(F)F)ccc2Cl)cc1, [Na+], [OH-], O. Product: Nc1ncnn2cc(C(=O)O)c(-c3ccc(NC(=O)Nc4cc(C(F)(F)F)ccc4Cl)cc3)c12. RXN SMILES: [CH2:43]1[O:44][CH2:45][CH2:46][CH2:47]1.[CH3:1][OH:2].[ClH:41].[NH2:3][c:4]1[n:5][cH:6][n:7][n:8]2[c:9]1[c:10](-[c:18]1[cH:19][cH:20][c:21]([NH:24][C:25](=[O:26])[NH:27][c:28]3[c:29]([Cl:38])[cH:30][cH:31][c:32]([C:34]([F:35])([F:36])[F:37])[cH:33]3)[cH:22][cH:23]1)[c:11]([C:13](=[O:14])[O:15][CH2:16][CH3:17])[cH:12]2.[Na+:40].[OH-:39].[OH2:42]>>[NH2:3][c:4]1[n:5][cH:6][n:7][n:8]2[c:9]1[c:10](-[c:18]1[cH:19][cH:20][c:21]([NH:24][C:25](=[O:26])[NH:27][c:28]3[c:29]([Cl:38])[cH:30][cH:31][c:32]([C:34]([F:35])([F:36])[F:37])[cH:33]3)[cH:22][cH:23]1)[c:11]([C:13](=[O:14])[OH:15])[cH:12]2. Starting materials: N[C@@H](CCC(=O)N[C@@H](CCC(=O)O)C(=O)O)C(=O)O (γ-glutamylglutamic acid), C(CCCCCCCCCCC)(=O)Cl (lauroyl chloride), C(CCCCCCCCCCC)(=O)Cl (lauroyl chloride), CC(=O)C (acetone), C(CCCCCCCCCCC)(=O)Cl (lauroyl chloride), Cl (hydrochloric acid). Solvent: O (water), [OH-].[Na+] (sodium hydroxide), [OH-].[Na+] (sodium hydroxide). Conditions: temperature 10 celsius, time 30 minute. Yields the product C(CCCCCCCCCCC)(=O)N[C@@H](CCC(=O)N[C@@H](CCC(=O)O)C(=O)O)C(=O)O (N-(N'-lauroyl-γ-glutamyl)glutamic acid). The yield is 88.7%. As a reaction SMILES: [NH2:1][C@H:2]([C:17]([OH:19])=[O:18])[CH2:3][CH2:4][C:5]([NH:7][C@H:8]([C:14]([OH:16])=[O:15])[CH2:9][CH2:10][C:11]([OH:13])=[O:12])=[O:6].CC(C)=O.[C:24](Cl)(=[O:36])[CH2:25][CH2:26][CH2:27][CH2:28][CH2:29][CH2:30][CH2:31][CH2:32][CH2:33][CH2:34][CH3:35].Cl>O.[OH-].[Na+]>[C:24]([NH:1][C@H:2]([C:17]([OH:19])=[O:18])[CH2:3][CH2:4][C:5]([NH:7][C@H:8]([C:14]([OH:16])=[O:15])[CH2:9][CH2:10][C:11]([OH:13])=[O:12])=[O:6])(=[O:36])[CH2:25][CH2:26][CH2:27][CH2:28][CH2:29][CH2:30][CH2:31][CH2:32][CH2:33][CH2:34][CH3:35] |f:5.6|. Procedure details: A suspension of 16 g (0.058 mols) of γ-glutamylglutamic acid in 55 ml of water was dissolved in a 27-% sodium hydroxide aqueous solution until the pH reached 11, and 27 ml of acetone were added thereto. To the solution were added dropwise 12.6 g (0.058 mole) of lauroyl chloride over a period of 1 hour. When adding lauroyl chloride, the temperature was maintained at 10° C., and 27-% sodium hydroxide was added dropwise simultaneously to keep the pH at 11. After the completion of the addition of la... The yield is 97.6%. Run at time 8 hour. Reactants: C(C)(C)(C)OC(=O)N1CCC2=C(CC1)C(=C(C=C2)Cl)CSC=2SCCN2 (3-tert-butoxycarbonyl-7-chloro-6-(4,5-dihydro-thiazol-2-ylthiomethyl)-2,3,4,5-tetrahydro-1H-benzo[d]azepine), FC(C(=O)O)(F)F (trifluoroacetic acid). Reaction SMILES: C(OC([N:8]1[CH2:14][CH2:13][C:12]2[C:15]([CH2:20][S:21][C:22]3[S:23][CH2:24][CH2:25][N:26]=3)=[C:16]([Cl:19])[CH:17]=[CH:18][C:11]=2[CH2:10][CH2:9]1)=O)(C)(C)C.FC(F)(F)C(O)=O>C(Cl)Cl>[Cl:19][C:16]1[CH:17]=[CH:18][C:11]2[CH2:10][CH2:9][NH:8][CH2:14][CH2:13][C:12]=2[C:15]=1[CH2:20][S:21][C:22]1[S:23][CH2:24][CH2:25][N:26]=1. Run in C(Cl)Cl (DCM). Procedure: To a solution of 3-tert-butoxycarbonyl-7-chloro-6-(4,5-dihydro-thiazol-2-ylthiomethyl)-2,3,4,5-tetrahydro-1H-benzo[d]azepine (0.77 g, 1.9 mmol) in anhydrous DCM (41 mL) at room temperature add trifluoroacetic acid (37.7 mL) and stir the solution at room temperature overnight. Concentrate in vacuo and elute the residue through a SCX column (10 g). Dissolve the residue in DCM, load the solution on to a RediSep® column (40 g) and purify the crude mixture by preparative liquid chromatography (linear... The product is ClC1=C(C2=C(CCNCC2)C=C1)CSC=1SCCN1 (7-chloro-6-(4,5-dihydro-thiazol-2-ylthiomethyl)-2,3,4,5-tetrahydro-1H-benzo[d]azepine). The reactants are ClC1=CC(=NC(=N1)OC)NN=C(C)C1=CC=C(C=C1)N(C)C ((4-{1-[(6-chloro-2-methoxy-pyrimidin-4-yl)hydrazono]-ethyl}-phenyl)-dimethylamine), C1(=CC=CC=C1)B(O)O (phenyl boronic acid), [Cl-].CC1=C(C(=CC(=C1)C)C)[N+]1=CN(C=C1)C1=C(C=C(C=C1C)C)C (1,3-bis(2,4,6-trimethylphenyl)imidazolium chloride), C([O-])([O-])=O.[Cs+].[Cs+] (cesium carbonate), yellow solid. Reagents/catalysts: C=1C=CC(=CC1)/C=C/C(=O)/C=C/C2=CC=CC=C2.C=1C=CC(=CC1)/C=C/C(=O)/C=C/C2=CC=CC=C2.C=1C=CC(=CC1)/C=C/C(=O)/C=C/C2=CC=CC=C2.[Pd].[Pd] (tris(dibenzylideneacetone)dipalladium). Run in O1CCOCC1 (1,4-dioxane). The product is COC1=NC(=CC(=N1)NN=C(C)C1=CC=C(C=C1)N(C)C)C1=CC=CC=C1 ((4-{1-[(2-Methoxy-6-phenyl-pyrimidin-4-yl)-hydrazono]-ethyl}-phenyl)-dimethylamine). Reaction SMILES: Cl[C:2]1[N:7]=[C:6]([O:8][CH3:9])[N:5]=[C:4]([NH:10][N:11]=[C:12]([C:14]2[CH:19]=[CH:18][C:17]([N:20]([CH3:22])[CH3:21])=[CH:16][CH:15]=2)[CH3:13])[CH:3]=1.[C:23]1(B(O)O)[CH:28]=[CH:27][CH:26]=[CH:25][CH:24]=1.[Cl-].CC1C=C(C)C=C(C)C=1[N+]1C=CN(C2C(C)=CC(C)=CC=2C)C=1.C(=O)([O-])[O-].[Cs+].[Cs+]>O1CCOCC1.C1C=CC(/C=C/C(/C=C/C2C=CC=CC=2)=O)=CC=1.C1C=CC(/C=C/C(/C=C/C2C=CC=CC=2)=O)=CC=1.C1C=CC(/C=C/C(/C=C/C2C=CC=CC=2)=O)=CC=1.[Pd].[Pd]>[CH3:9][O:8][C:6]1[N:5]=[C:4]([NH:10][N:11]=[C:12]([C:14]2[CH:19]=[CH:18][C:17]([N:20]([CH3:22])[CH3:21])=[CH:16][CH:15]=2)[CH3:13])[CH:3]=[C:2]([C:23]2[CH:28]=[CH:27][CH:26]=[CH:25][CH:24]=2)[N:7]=1 |f:2.3,4.5.6,8.9.10.11.12|. Reported procedure: The title compound was prepared from (4-{1-[(6-chloro-2-methoxy-pyrimidin-4-yl)hydrazono]-ethyl}-phenyl)-dimethylamine (100 mg, 0.31 mmol), phenyl boronic acid (190 mg, 1.6 mmol), 1,3-bis(2,4,6-trimethylphenyl)imidazolium chloride (15 mg, 0.04 mmol), tris(dibenzylideneacetone)dipalladium (20 mg, 0.02 mmol) and cesium carbonate (611 mg, 1.9 mmol) in 1,4-dioxane (3 mL) by a procedure similar to Example 9, Step 3 yielding 61 mg (54%) of a yellow solid. HPLC Purity: 92%.